From a dataset of the Open Reaction Database (ORD), a public repository of structured organic reaction records. describe an organic reaction: reactants, conditions, products, and yield The reactants are C(=O)(O)[O-].[Na+] (NaHCO3), ClC1=C(C=NC2=CC(=C(C=C12)OC)OC)C(=O)N (4-chloro-6,7-dimethoxy-3-quinolinecarboxamide), COC=1C(=C(N)C=CC1)C (3-methoxy-2-methylaniline), C(C)(=O)O (acetic acid). Solvent: CN(C)C=O (DMF), O (water). Run at temperature 100 celsius. The product is COC=1C=C2C(=C(C=NC2=CC1OC)C(=O)N)NC1=C(C(=CC=C1)OC)C (6,7-Dimethoxy-4-(3-methoxy-2-methylanilino)-3-quinolinecarboxamide). Isolated yield 72.0%. As a reaction SMILES: Cl[C:2]1[C:11]2[C:6](=[CH:7][C:8]([O:14][CH3:15])=[C:9]([O:12][CH3:13])[CH:10]=2)[N:5]=[CH:4][C:3]=1[C:16]([NH2:18])=[O:17].[CH3:19][O:20][C:21]1[C:22]([CH3:28])=[C:23]([CH:25]=[CH:26][CH:27]=1)[NH2:24].C(O)(=O)C.C([O-])(O)=O.[Na+]>CN(C=O)C.O>[CH3:13][O:12][C:9]1[CH:10]=[C:11]2[C:6](=[CH:7][C:8]=1[O:14][CH3:15])[N:5]=[CH:4][C:3]([C:16]([NH2:18])=[O:17])=[C:2]2[NH:24][C:23]1[CH:25]=[CH:26][CH:27]=[C:21]([O:20][CH3:19])[C:22]=1[CH3:28] |f:3.4|. Procedure details: A mixture of 4-chloro-6,7-dimethoxy-3-quinolinecarboxamide (0.046 g, 0.17 mmol), 3-methoxy-2-methylaniline (0.036 g, 0.26 mmol) and acetic acid (40 μl) in DMF (0.8 ml) was heated at 100° C. for 2.5 h. After cooling, the mixture was diluted with water (15 ml) and made alkaline with saturated NaHCO3. The resulting gummy precipitate was collected and crystallized from methanol-water to give the title compound (45 mg, 70%). As a reaction SMILES: [Br:1][c:2]1[cH:3][cH:4][c:5](-[c:8]2[c:9]([CH:14]([C:15]([CH:16]=[CH2:17])([F:18])[F:19])[OH:20])[c:10]([CH3:13])[n:11][o:12]2)[cH:6][cH:7]1.[CH2:21]([CH3:22])[O:23][C:24](=[O:25])[C:26]1([c:29]2[cH:30][cH:31][c:32]([B:35]3[O:36][C:37]([CH3:38])([CH3:39])[C:40]([CH3:41])([CH3:42])[O:43]3)[cH:33][cH:34]2)[CH2:27][CH2:28]1.[Pd:44]([Cl:45])[Cl:46].[c:47]1([P:48]([c:49]2[cH:50][cH:51][cH:52][cH:53][cH:54]2)[c:55]2[cH:56][cH:57][cH:58][cH:59][cH:60]2)[cH:61][cH:62][cH:63][cH:64][cH:65]1.[c:66]1([P:67]([c:68]2[cH:69][cH:70][cH:71][cH:72][cH:73]2)[c:74]2[cH:75][cH:76][cH:77][cH:78][cH:79]2)[cH:80][cH:81][cH:82][cH:83][cH:84]1>>[c:2]1(-[c:32]2[cH:31][cH:30][c:29]([C:26]3([C:24]([O:23][CH2:21][CH3:22])=[O:25])[CH2:27][CH2:28]3)[cH:34][cH:33]2)[cH:3][cH:4][c:5](-[c:8]2[c:9]([CH:14]([C:15]([CH:16]=[CH2:17])([F:18])[F:19])[OH:20])[c:10]([CH3:13])[n:11][o:12]2)[cH:6][cH:7]1. Starting materials: C=CC(F)(F)C(O)c1c(C)noc1-c1ccc(Br)cc1, CCOC(=O)C1(c2ccc(B3OC(C)(C)C(C)(C)O3)cc2)CC1, Cl[Pd]Cl, c1ccc(P(c2ccccc2)c2ccccc2)cc1, c1ccc(P(c2ccccc2)c2ccccc2)cc1. The product is C=CC(F)(F)C(O)c1c(C)noc1-c1ccc(-c2ccc(C3(C(=O)OCC)CC3)cc2)cc1. The reactants are [BH4-], O=C1c2ccccc2C(=O)N1Cc1ccccc1, CO, [K+], O. Yields the product O=C1c2ccccc2C(O)N1Cc1ccccc1. RXN SMILES: [BH4-:22].[CH2:1]([c:2]1[cH:3][cH:4][cH:5][cH:6][cH:7]1)[N:8]1[C:9](=[O:18])[c:10]2[c:11]([cH:14][cH:15][cH:16][cH:17]2)[C:12]1=[O:13].[CH3:20][OH:21].[K+:23].[OH2:19]>>[CH2:1]([c:2]1[cH:3][cH:4][cH:5][cH:6][cH:7]1)[N:8]1[C:9](=[O:18])[c:10]2[c:11]([cH:14][cH:15][cH:16][cH:17]2)[CH:12]1[OH:13]. The reactants are [Si](C)(C)(C(C)(C)C)OCCC=1C=C(SC1)CC#N (2-(4-(2-(tert-Butyldimethylsilyloxy)ethyl)thiophen-2-yl)acetonitrile), [Si](C)(C)(C(C)(C)C)OCCC=1C=C(SC1)CC#N (2-(4-(2-(tert-Butyldimethylsilyloxy)ethyl)thiophen-2-yl)acetonitrile), [OH-].[K+] (potassium hydroxide), O (water). Run in C(C)O (ethanol). Run at temperature 100 celsius, time 3 hour. Product: OCCC=1C=C(SC1)CC(=O)O (2-(4-(2-Hydroxyethyl)thiophen-2-yl)acetic acid). Reaction SMILES: [Si]([O:8][CH2:9][CH2:10][C:11]1[CH:12]=[C:13]([CH2:16][C:17]#N)[S:14][CH:15]=1)(C(C)(C)C)(C)C.[OH-:19].[K+].[OH2:21]>C(O)C>[OH:8][CH2:9][CH2:10][C:11]1[CH:12]=[C:13]([CH2:16][C:17]([OH:21])=[O:19])[S:14][CH:15]=1 |f:1.2|. Procedure: A solution of 2-(4-(2-(tert-butyldimethylsilyloxy)ethyl)thiophen-2-yl)acetonitrile [Aromatic Intermediate 20, step b] (4.20 g) dissolved in ethanol (30 mL) was added to a stirred solution of potassium hydroxide (1.67 g) in water (30 mL). The resulting mixture was stirred at 100° C. for 3 hours. The mixture was partitioned between aqueous brine and ethyl acetate, and the phases separated. The aqueous layer was cooled with ice and acidified by dropwise addition of concentrated hydrochloric acid. T... The reactants are CC1=CC=C(C=C1)C (1,4-Dimethylbenzene), ClS(=O)(=O)O (chlorosulfonic acid). Yields the product CC1=C(C=C(C=C1S(=O)(=O)Cl)C)S(=O)(=O)Cl (2,5-dimethyl-1,3-benzenedisulfonyl chloride). As a reaction SMILES: [CH3:1][C:2]1[CH:7]=[CH:6][C:5]([CH3:8])=[CH:4][CH:3]=1.[Cl:9][S:10]([OH:13])(=O)=[O:11]>>[CH3:1][C:2]1[C:7]([S:10]([Cl:9])(=[O:13])=[O:11])=[CH:6][C:5]([CH3:8])=[CH:4][C:3]=1[S:10]([Cl:9])(=[O:13])=[O:11]. Procedure: 1,4-Dimethylbenzene (10.6 g, 0.1 mol) was added dropwise to chlorosulfonic acid (60 g, 0.51 mol ) at room temperature with stirring. After the addition was complete, the reaction mixture was heated to ˜100C for 1 hr, cooled to room temperature and poured onto ice-water-1,2-dichloromethane mixture with stirring. The organic layer was separated, washed with water (2×), dried over anhydrous MgSO4 and the solvent evaporated to give 2,5-dimethyl-1,3-benzenedisulfonyl chloride, 26 g (86%) as a viscous... Reported procedure: A stirred mixture of 23 gms (0.1 mole) of 1,10-decanedicarboxylic acid and 18 gms (0.1 mole) of acetic anhydride was refluxed for 18 hours and then concentrated in vacuo to remove acetic acid and excess acetic anhydride. The residue was dissolved in 300 ml methylene chloride, filtered, washed with ice-cold 5% sodium bicarbonate solution, water, and saturated sodium chloride. After the final separation of the layers the organic solution was dried over MgSO4, filtered, and evaporated in vacuo to g... The reactants are C(CCCCCCCCCC(=O)O)C(=O)O (1,10-decanedicarboxylic acid), C(C)(=O)OC(C)=O (acetic anhydride). As a reaction SMILES: [CH2:1]([C:14]([OH:16])=[O:15])[CH2:2][CH2:3][CH2:4][CH2:5][CH2:6][CH2:7][CH2:8][CH2:9][CH2:10][C:11]([OH:13])=O.C(OC(=O)C)(=O)C>>[CH2:10]1[C:11](=[O:13])[O:16][C:14](=[O:15])[CH2:1][CH2:2][CH2:3][CH2:4][CH2:5][CH2:6][CH2:7][CH2:8][CH2:9]1. The yield is 94.2%. Yields the product C1CCCCCCCCCC(=O)OC1=O (1,10-Decanedicarboxylic Anhydride).